This data is from the Open Reaction Database (ORD), a public repository of structured organic reaction records. The task is: describe an organic reaction: reactants, conditions, products, and yield The reactants are BrC1=C(CN2C(CN(CC2)C(=O)OC(C)(C)C)=O)C=C(C=C1)OS(=O)(=O)C (1-[2-Bromo-5-((methanesulfonyl)oxy)benzyl]-4-tert-butoxycarbonyl-2-piperazinone), Cl (HCl). The solvent is C(C)(=O)OCC (ethyl acetate). Conditions: time 30 minute. Product: Cl.BrC1=C(CN2C(CNCC2)=O)C=C(C=C1)OS(=O)(=O)C (1-[2-Bromo-5-((methanesulfonyl)oxy)benzyl]-2-piperazinone Hydrochloride). As a reaction SMILES: [Br:1][C:2]1[CH:22]=[CH:21][C:20]([O:23][S:24]([CH3:27])(=[O:26])=[O:25])=[CH:19][C:3]=1[CH2:4][N:5]1[CH2:10][CH2:9][N:8](C(OC(C)(C)C)=O)[CH2:7][C:6]1=[O:18].[ClH:28]>C(OCC)(=O)C>[ClH:28].[Br:1][C:2]1[CH:22]=[CH:21][C:20]([O:23][S:24]([CH3:27])(=[O:26])=[O:25])=[CH:19][C:3]=1[CH2:4][N:5]1[CH2:10][CH2:9][NH:8][CH2:7][C:6]1=[O:18] |f:3.4|. Procedure: Through a solution of the product from Step D (7.71 g, 16.6 mmol) in 100 mL of ethyl acetate at 0° C. was bubbled anhydrous HCl gas for 10 minutes. After 30 minutes, the solution was concentrated in vacuo to provide the titled salt as a white foam which was used in the next reaction without further purification. Reactants: resultant solution, ClC=1C=CC2=C(N(C(=N2)[C@H]2CN(CCC2)C(C[C@@H](CC2=CC3=CC=CC=C3C=C2)NC(OC(C)(C)C)=O)=O)CCCOC)C1 (tert-Butyl (R)-4-((R)-3-(6-chloro-1-(3-methoxypropyl)-1H-benz o[d]imidazol-2-yl)piperidine-1-yl)-1-(naphthalen-2-yl)-4-oxobutan-2-ylcarbamate), ClCCl (Dichloromethane), FC(C(=O)O)(F)F (trifluoroacetic acid), resultant solution. Run in O (water), CC#N (CH3CN), CO (methanol). Yields the product N[C@@H](CC(=O)N1C[C@@H](CCC1)C1=NC2=C(N1CCCOC)C=C(C=C2)Cl)CC2=CC1=CC=CC=C1C=C2 ((R)-3-amino-1((R)-3-(6-chloro-1-(3-methoxypropyl)-1H-benzo[d]imidazol-2-yl)piperidin-1-yl)-4-(naphthalen-2-yl)butan-1-one), FC(C(=O)O)(F)F (trifluoroacetic acid). RXN SMILES: [Cl:1][C:2]1[CH:3]=[CH:4][C:5]2[N:9]=[C:8]([C@@H:10]3[CH2:15][CH2:14][CH2:13][N:12]([C:16](=[O:38])[CH2:17][C@H:18]([NH:30]C(=O)OC(C)(C)C)[CH2:19][C:20]4[CH:29]=[CH:28][C:27]5[C:22](=[CH:23][CH:24]=[CH:25][CH:26]=5)[CH:21]=4)[CH2:11]3)[N:7]([CH2:39][CH2:40][CH2:41][O:42][CH3:43])[C:6]=2[CH:44]=1.ClCCl.[F:48][C:49]([F:54])([F:53])[C:50]([OH:52])=[O:51]>CO.CC#N.O>[NH2:30][C@H:18]([CH2:19][C:20]1[CH:29]=[CH:28][C:27]2[C:22](=[CH:23][CH:24]=[CH:25][CH:26]=2)[CH:21]=1)[CH2:17][C:16]([N:12]1[CH2:13][CH2:14][CH2:15][C@@H:10]([C:8]2[N:7]([CH2:39][CH2:40][CH2:41][O:42][CH3:43])[C:6]3[CH:44]=[C:2]([Cl:1])[CH:3]=[CH:4][C:5]=3[N:9]=2)[CH2:11]1)=[O:38].[F:48][C:49]([F:54])([F:53])[C:50]([OH:52])=[O:51]. Procedure details: tert-Butyl (R)-4-((R)-3-(6-chloro-1-(3-methoxypropyl)-1H-benzo[d]imidazol-2-yl)piperidin-1-yl)-1-(naphthalen-2-yl)-4-oxobutan-2-ylcarbamate (32E) (0.135 mmol max, crude oil) was added to a 10 mL round-bottomed flask equipped for stirring under nitrogen. Dichloromethane (1 mL) and trifluoroacetic acid (1 mL) were then added and the resultant solution was allowed to stir under nitrogen for 4 hr. The solvent was removed in-vacuo affording a clear colored oil. This oil was re-dissolved in methanol (... The reactants are IC=1C(=NNC1)C(C(F)(F)F)(F)F (4-Iodo-3-pentafluoroethyl-1H-pyrazole), IC(C(F)F)(F)F (Iodo-1,1,2,2-tetrafluoroethane). The reagents and catalysts are [Cu] (copper). Solvent: CN(C)C=O (DMF). Reaction conditions: temperature 122.5 celsius, time 8 hour. Yields the product FC(C(F)(F)F)(C1=NNC=C1C(C(F)F)(F)F)F (3-pentafluoroethyl-4-(1,1,2,2-tetrafluoroethyl)-1H-pyrazole). Yield: 10.5%. Reaction SMILES: I[C:2]1[C:3]([C:7]([F:13])([F:12])[C:8]([F:11])([F:10])[F:9])=[N:4][NH:5][CH:6]=1.I[C:15]([F:20])([F:19])[CH:16]([F:18])[F:17]>[Cu].CN(C=O)C>[F:12][C:7]([F:13])([C:3]1[C:2]([C:15]([F:20])([F:19])[CH:16]([F:18])[F:17])=[CH:6][NH:5][N:4]=1)[C:8]([F:11])([F:10])[F:9]. Procedure: 4-Iodo-3-pentafluoroethyl-1H-pyrazole (6.24 g), copper powder (3.81 g), Iodo-1,1,2,2-tetrafluoroethane (9.12 g) and DMF (30 ml) were set in an autoclave and heated and stirred for 8 hours, maintaining the inside temperature of 120-125° C. After cooling to room temperature, the insoluble material was filtered off through Celite and washed with diethyl ether. The filtrate was diluted with water and extracted with diethyl ether. The organic phase was washed with water and dried over sodium sulfate,... Reactants: CCC1C(=O)N(C)c2cnc(-c3ccncc3CNC(=O)OC(C)(C)C)nc2N1C1CCCC1, O=C(O)C(F)(F)F. Yields the product CCC1C(=O)N(C)c2cnc(-c3ccncc3CN)nc2N1C1CCCC1. As a reaction SMILES: [CH:1]1([N:6]2[CH:7]([CH2:33][CH3:34])[C:8](=[O:32])[N:9]([CH3:31])[c:10]3[cH:11][n:12][c:13](-[c:16]4[c:17]([CH2:22][NH:23][C:24](=[O:25])[O:26][C:27]([CH3:28])([CH3:29])[CH3:30])[cH:18][n:19][cH:20][cH:21]4)[n:14][c:15]32)[CH2:2][CH2:3][CH2:4][CH2:5]1.[F:35][C:36]([F:37])([F:38])[C:39]([OH:40])=[O:41]>>[CH:1]1([N:6]2[CH:7]([CH2:33][CH3:34])[C:8](=[O:32])[N:9]([CH3:31])[c:10]3[cH:11][n:12][c:13](-[c:16]4[c:17]([CH2:22][NH2:23])[cH:18][n:19][cH:20][cH:21]4)[n:14][c:15]32)[CH2:2][CH2:3][CH2:4][CH2:5]1. Starting materials: ClCCOC1=C2C=NNC2=CC=C1 (4-(2-chloroethoxy)-1H-indazole), [H-].[Na+] (NaH), C1(=CC=CC=C1)S(=O)(=O)Cl (benzenesulfonyl chloride). Solvent: O1CCCC1 (tetrahydrofuran). Reaction conditions: time 30 minute. Product: ClCCOC1=C2C=NN(C2=CC=C1)S(=O)(=O)C1=CC=CC=C1 (4-(2-Chloroethoxy)-1-(phenylsulfonyl)-1H-indazole). As a reaction SMILES: [Cl:1][CH2:2][CH2:3][O:4][C:5]1[CH:13]=[CH:12][CH:11]=[C:10]2[C:6]=1[CH:7]=[N:8][NH:9]2.[H-].[Na+].[C:16]1([S:22](Cl)(=[O:24])=[O:23])[CH:21]=[CH:20][CH:19]=[CH:18][CH:17]=1>O1CCCC1>[Cl:1][CH2:2][CH2:3][O:4][C:5]1[CH:13]=[CH:12][CH:11]=[C:10]2[C:6]=1[CH:7]=[N:8][N:9]2[S:22]([C:16]1[CH:21]=[CH:20][CH:19]=[CH:18][CH:17]=1)(=[O:24])=[O:23] |f:1.2|. Reported procedure: A stirred solution of 4-(2-chloroethoxy)-1H-indazole (1.1 g, 5.59 mmol) in tetrahydrofuran is treated with NaH (0.335 g, 60% in mineral oil, 8.39 mmol) under nitrogen at room temperature, stirred for 30 minutes, treated with benzenesulfonyl chloride (0.86 ml, 6.71 mmol), stirred at room temperature for 18 hr, quenched with water and diluted with ethyl acetate. The phases are separated and the organic phase is washed with water and brine, dried over MgSO4 and concentrated in vacuo. The resultant ... Starting materials: CCOC(=O)c1[nH]c2cc(Cl)cc(Cl)c2c1C=O, [H-], [Na+], CN(C)C=O, O, O=S(=O)(Cl)c1ccccc1. Yields the product CCOC(=O)c1c(C=O)c2c(Cl)cc(Cl)cc2n1S(=O)(=O)c1ccccc1. Reaction SMILES: [CH:1](=[O:2])[c:3]1[c:4]([C:14](=[O:15])[O:16][CH2:17][CH3:18])[nH:5][c:6]2[cH:7][c:8]([Cl:13])[cH:9][c:10]([Cl:12])[c:11]12.[H-:19].[Na+:20].[O:32]=[CH:33][N:34]([CH3:35])[CH3:36].[OH2:31].[c:21]1([S:27](=[O:28])(=[O:29])[Cl:30])[cH:22][cH:23][cH:24][cH:25][cH:26]1>>[CH:1](=[O:2])[c:3]1[c:4]([C:14](=[O:15])[O:16][CH2:17][CH3:18])[n:5]([S:27]([c:21]2[cH:22][cH:23][cH:24][cH:25][cH:26]2)(=[O:28])=[O:29])[c:6]2[cH:7][c:8]([Cl:13])[cH:9][c:10]([Cl:12])[c:11]12.